This data is from the Open Reaction Database (ORD), a public repository of structured organic reaction records. The task is: describe an organic reaction: reactants, conditions, products, and yield Reactants: COC1=CC=CC=2SC=C(C21)CCC2=CC=CC=C2 (4-methoxy-3-(2-phenylethyl)benzo-[b]thiophene), B(Br)(Br)Br (boron tribromide), C(O)([O-])=O.[Na+] (sodium hydrogen carbonate). Solvent: ClCCl (dichloromethane). Reaction conditions: time 8 hour. Product: OC1=CC=CC=2SC=C(C21)CCC2=CC=CC=C2 (4-Hydroxy-3-(2-phenylethyl)benzo[b]thiophene). Yield: 90.4%. RXN SMILES: C[O:2][C:3]1[C:11]2[C:10]([CH2:12][CH2:13][C:14]3[CH:19]=[CH:18][CH:17]=[CH:16][CH:15]=3)=[CH:9][S:8][C:7]=2[CH:6]=[CH:5][CH:4]=1.B(Br)(Br)Br.C(=O)([O-])O.[Na+]>ClCCl>[OH:2][C:3]1[C:11]2[C:10]([CH2:12][CH2:13][C:14]3[CH:15]=[CH:16][CH:17]=[CH:18][CH:19]=3)=[CH:9][S:8][C:7]=2[CH:6]=[CH:5][CH:4]=1 |f:2.3|. Procedure: To a solution of 4-methoxy-3-(2-phenylethyl)benzo-[b]thiophene (0.77 g) in dichloromethane (25 mL) was added boron tribromide (0.54 mL) at −78° C., and the mixture was stirred at room temperature overnight. To the reaction mixture was added a saturated aqueous sodium hydrogen carbonate solution, and the resulting mixture was extracted with diethylether. The extract was washed with water and dried over anhydrous magnesium sulfate. The solvent was removed under reduced pressure, and the residue wa... Procedure: To a solution of 100 g (4.52 mmol) of 5-bromo-2-chlorobenzyl alcohol in dry dichloromethane (20 ml) were added 675 mg (5.42 mmol) of 2-methoxyethoxymethyl chloride and 1.20 ml (6.89 mmol) of N,N-diisopropylethylamine in an atmosphere of argon, and the mixture was allowed to react at room temperature for 18 hours. To the reaction solution at 0° C. was a added saturated aqueous solution of ammonium chloride followed by extraction with ethyl acetate. The organic layer was washed with water and then... Reactants: BrC=1C=CC(=C(CO)C1)Cl (5-bromo-2-chlorobenzyl alcohol), COCCOCCl (2-methoxyethoxymethyl chloride), C(C)(C)N(C(C)C)CC (N,N-diisopropylethylamine), [Cl-].[NH4+] (ammonium chloride). As a reaction SMILES: [Br:1][C:2]1[CH:3]=[CH:4][C:5]([Cl:10])=[C:6]([CH:9]=1)[CH2:7][OH:8].[CH3:11][O:12][CH2:13][CH2:14][O:15][CH2:16]Cl.C(N(CC)C(C)C)(C)C.[Cl-].[NH4+]>ClCCl>[Br:1][C:2]1[CH:3]=[CH:4][C:5]([Cl:10])=[C:6]([CH2:7][O:8][CH2:11][O:12][CH2:13][CH2:14][O:15][CH3:16])[CH:9]=1 |f:3.4|. Run in ClCCl (dichloromethane). Yields the product BrC1=CC(=C(C=C1)Cl)COCOCCOC (4-bromo-1-chloro-2-(2-methoxyethoxymethoxymethyl)benzene). Isolated yield 88.1%. Starting materials: C12(CC3CC(CC(C1)C3)C2)CNC(CC(CC(C)C)=O)=O (N-(1-adamantylmethyl)-5-methyl-3-oxohexanamide), [H-].[H-].[H-].[H-].[Li+].[Al+3] (LAH), O (Water), [OH-].[Na+] (NaOH). The solvent is C1CCOC1 (THF), C1CCOC1 (THF). Conditions: temperature 70 celsius, time 8 hour. Product: C12(CC3CC(CC(C1)C3)C2)CNCCC(CC(C)C)O (1-(1-adamantylmethylamino)-5-methylhexan-3-ol). Isolated yield 63.1%. Reaction SMILES: [C:1]12([CH2:11][NH:12][C:13](=O)[CH2:14][C:15](=[O:20])[CH2:16][CH:17]([CH3:19])[CH3:18])[CH2:10][CH:5]3[CH2:6][CH:7]([CH2:9][CH:3]([CH2:4]3)[CH2:2]1)[CH2:8]2.[H-].[H-].[H-].[H-].[Li+].[Al+3].O.[OH-].[Na+]>C1COCC1>[C:1]12([CH2:11][NH:12][CH2:13][CH2:14][CH:15]([OH:20])[CH2:16][CH:17]([CH3:18])[CH3:19])[CH2:10][CH:5]3[CH2:6][CH:7]([CH2:9][CH:3]([CH2:4]3)[CH2:2]1)[CH2:8]2 |f:1.2.3.4.5.6,8.9|. Procedure: A solution of N-(1-adamantylmethyl)-5-methyl-3-oxohexanamide (1.5 g, 5.1 mmol) in anhydrous THF (15 mL) was added slowly to a suspension of LAH (500 mg, 13.1 mmol) in anhydrous THF (5 mL) under N2 at 0° C. The reaction mixture was heated to 70° C. and stirred at this temperature overnight. Water (0.5 mL) and 10% aq NaOH (0.5 mL) were added to quench the reaction. The resulting slurry was filtered. The filtrate was concentrated in vacuo and the residue was purified by chromatography on a silica g... The reactants are NC=1C=CC2=C(N(CCCC2(C)C)C(C)=O)C1 (1-(8-Amino-5,5-dimethyl-2,3,4,5-tetrahydro-benzo[b]azepin-1-yl)-ethanone), ClC1=NC=C(C(=N1)NC1=C(C(=O)NC)C=CC=C1F)Cl (2-(2,5-Dichloro-pyrimidin-4-ylamino)-3-fluoro-N-methyl-benzamide). Product: C(C)(=O)N1C2=C(C(CCC1)(C)C)C=CC(=C2)NC2=NC=C(C(=N2)NC2=C(C(=O)NC)C=CC=C2F)Cl (2-[2-(1-Acetyl-5,5-dimethyl-2,3,4,5-tetrahydro-1H-benzo[b]azepin-8-ylamino)-5-chloro-pyrimidin-4-ylamino]-3-fluoro-N-methyl-benzamide), solid. The yield is 43.0%. Reaction SMILES: [NH2:1][C:2]1[CH:3]=[CH:4][C:5]2[C:11]([CH3:13])([CH3:12])[CH2:10][CH2:9][CH2:8][N:7]([C:14](=[O:16])[CH3:15])[C:6]=2[CH:17]=1.Cl[C:19]1[N:24]=[C:23]([NH:25][C:26]2[C:35]([F:36])=[CH:34][CH:33]=[CH:32][C:27]=2[C:28]([NH:30][CH3:31])=[O:29])[C:22]([Cl:37])=[CH:21][N:20]=1>>[C:14]([N:7]1[CH2:8][CH2:9][CH2:10][C:11]([CH3:13])([CH3:12])[C:5]2[CH:4]=[CH:3][C:2]([NH:1][C:19]3[N:24]=[C:23]([NH:25][C:26]4[C:35]([F:36])=[CH:34][CH:33]=[CH:32][C:27]=4[C:28]([NH:30][CH3:31])=[O:29])[C:22]([Cl:37])=[CH:21][N:20]=3)=[CH:17][C:6]1=2)(=[O:16])[CH3:15]. Procedure: The title compound was prepared with a procedure analogous to that used to prepare example 381 by combining 1-(8-Amino-5,5-dimethyl-2,3,4,5-tetrahydro-benzo[b]azepin-1-yl)-ethanone and 2-(2,5-Dichloro-pyrimidin-4-ylamino)-3-fluoro-N-methyl-benzamide to yield a yellow solid (43%). LCMS: m/z=511.47 (M+H+), 1H NMR (400 MHz, CDCl3) δ 8.89 (bs, 1H), 8.08 (s, 1H), 7.60 (d, 1H, J=1.8 Hz), 7.39 (m, 2H), 7.25 (m, 3H), 6.91 (d, 1H, J=8.3 Hz), 6.85 (bs, 1H), 4.62 (m, 1H), 2.97 (d, 3H, J=4.8 Hz), 2.41 (m, 1...